Dataset: the Open Reaction Database (ORD), a public repository of structured organic reaction records. Task: describe an organic reaction: reactants, conditions, products, and yield Starting materials: BrCC=1C=C(C#N)C=CC1 (3-(bromomethyl)benzonitrile), N(CCO)CCO (diethanolamine). Product: OCCN(CCO)CC=1C=C(C#N)C=CC1 (3-{[bis(2-hydroxyethyl)amino]methyl}benzonitrile), oil. The yield is 73.0%. Reaction SMILES: Br[CH2:2][C:3]1[CH:4]=[C:5]([CH:8]=[CH:9][CH:10]=1)[C:6]#[N:7].[NH:11]([CH2:15][CH2:16][OH:17])[CH2:12][CH2:13][OH:14]>>[OH:14][CH2:13][CH2:12][N:11]([CH2:2][C:3]1[CH:4]=[C:5]([CH:8]=[CH:9][CH:10]=1)[C:6]#[N:7])[CH2:15][CH2:16][OH:17]. Procedure: The title compound was prepared following the general procedure 10, starting from 3-(bromomethyl)benzonitrile and diethanolamine. It was obtained as a colorless oil (820 mg, 73%). LC/MS (Method B): 219.1 (M−H)−, 221.1 (M+H)+.